From a dataset of the Open Reaction Database (ORD), a public repository of structured organic reaction records. describe an organic reaction: reactants, conditions, products, and yield The reactants are C(C#C)NC(=O)NC1CCOCC1 (1-(prop-2-yn-1-yl)-3-(tetrahydro-2H-pyran-4-yl)urea), [H-].[Na+] (NaH). Solvent: C1CCOC1 (THF). Run at time 8 hour. Yields the product CC1CNC(N1C1CCOCC1)=O (5-methyl-1-(tetrahydro-2H-pyran-4-yl)imidazolidin-2-one). Yield: 47.0%. RXN SMILES: [CH2:1]([NH:4][C:5]([NH:7][CH:8]1[CH2:13][CH2:12][O:11][CH2:10][CH2:9]1)=[O:6])[C:2]#[CH:3].[H-].[Na+]>C1COCC1>[CH3:3][CH:2]1[N:7]([CH:8]2[CH2:9][CH2:10][O:11][CH2:12][CH2:13]2)[C:5](=[O:6])[NH:4][CH2:1]1 |f:1.2|. Procedure details: A 5° C. solution of 1-(prop-2-yn-1-yl)-3-(tetrahydro-2H-pyran-4-yl)urea (0.40 g, 2.195 mmol) in THF (20 mL) under Ar, was treated with NaH (60% in mineral oil, 0.097 g, 2.415 mmol), warmed to RT and stirred overnight. The mixture was treated with satd. NH4Cl, extracted with EtOAc (2×) and the combined organics were washed with 5% LiCl, then brine and dried over Na2SO4. The solution was treated with Pd on C (260 mg) and hydrogenated (30 psi) for 5 h. The mixture was filtered, treated with fresh P... The reactants are OS(=O)(=O)O (H2SO4), OO (H2O2), CC(C)(C)OC (MTBE). The solvent is O (water). The product is CC(C)(C)OC.OS(=O)(=O)O.OO.O (MTBE H2SO4 H2O2 H2O). RXN SMILES: [CH3:1][C:2]([O:5][CH3:6])([CH3:4])[CH3:3].[OH:7][S:8]([OH:11])(=[O:10])=[O:9].[OH:12][OH:13]>O>[CH3:1][C:2]([O:5][CH3:6])([CH3:4])[CH3:3].[OH:10][S:8]([OH:11])(=[O:9])=[O:7].[OH:12][OH:13].[OH2:5] |f:4.5.6.7|. Procedure: Into a 250 ml round bottom three neck flask (equipped with an agitator, thermometer, and pressure equalizing addition funnel), 40 g MTBE was placed; and sufficient H2SO4 aqueous solution, H2O2 (as 60% solution in water) and water were added to provide a mole ratio of MTBE/H2SO4/H2O2/H2O of 2.15/1.3/1.0/6.3. The mixture was stirred at 50° C. two hours. When the reaction time was up, the reaction mixture was cooled down to 20° C., and transferred to a tared 250 ml separatory funnel. The aqueous ph... The solvent is ClCCl (dichloromethane), CN(C=O)C (dimethylformamide). Reactants: O (Water), BrCCCC1=CC=CC=C1 (1-bromo-3-phenylpropane), C([O-])([O-])=O.[K+].[K+] (potassium carbonate), FC(C=1C=C(C(=O)N2[C@@H](CNCC2)CC2=CNC3=CC=CC=C23)C=C(C1)C(F)(F)F)(F)F ((2R)-1-[3,5-bis(trifluoromethyl)benzoyl]-2-(1H-indol-3-yl-methyl)piperazine), BrCCCC1=CC=CC=C1 (1-bromo-3-phenylpropane), C([O-])([O-])=O.[K+].[K+] (potassium carbonate). Reaction SMILES: [F:1][C:2]([F:32])([F:31])[C:3]1[CH:4]=[C:5]([CH:24]=[C:25]([C:27]([F:30])([F:29])[F:28])[CH:26]=1)[C:6]([N:8]1[CH2:13][CH2:12][NH:11][CH2:10][C@H:9]1[CH2:14][C:15]1[C:23]2[C:18](=[CH:19][CH:20]=[CH:21][CH:22]=2)[NH:17][CH:16]=1)=[O:7].Br[CH2:34][CH2:35][CH2:36][C:37]1[CH:42]=[CH:41][CH:40]=[CH:39][CH:38]=1.C(=O)([O-])[O-].[K+].[K+].O>CN(C)C=O.ClCCl>[F:30][C:27]([F:28])([F:29])[C:25]1[CH:24]=[C:5]([CH:4]=[C:3]([C:2]([F:1])([F:31])[F:32])[CH:26]=1)[C:6]([N:8]1[CH2:13][CH2:12][N:11]([CH2:34][CH2:35][CH2:36][C:37]2[CH:42]=[CH:41][CH:40]=[CH:39][CH:38]=2)[CH2:10][C@H:9]1[CH2:14][C:15]1[C:23]2[C:18](=[CH:19][CH:20]=[CH:21][CH:22]=2)[NH:17][CH:16]=1)=[O:7] |f:2.3.4|. Procedure details: A mixture of (2R)-1-[3,5-bis(trifluoromethyl)benzoyl]-2-(1H-indol-3-yl-methyl)piperazine (0.17 g), 1-bromo-3-phenylpropane (0.08 g) and potassium carbonate (0.15 g) in dry dimethylformamide (10 ml) was stirred at room temperature under nitrogen atmosphere. After 2 hours, additional 1-bromo-3-phenylpropane (0.14 ml) and potassium carbonate (0.15 g) were added, and the mixture was stirred overnight. Water (50 ml) and dichloromethane (50 ml) were added to the mixture. The dichloromethane layer was ... Isolated yield 79.4%. Reaction conditions: time 2 hour. The product is FC(C=1C=C(C(=O)N2[C@@H](CN(CC2)CCCC2=CC=CC=C2)CC2=CNC3=CC=CC=C23)C=C(C1)C(F)(F)F)(F)F ((2R)-1-[3,5-bis(trifluoromethyl)benzoyl]-2-(1H-indol-3-yl-methyl)-4-(3-phenylpropyl)piperazine). The reactants are N1CC2(CCC1)C(NC1=CC=CC=C12)=O (spiro[indoline-3,3′-piperidin]-2-one), ClCCOC (2-chloroethyl methylether), [I-].[K+] (potassium iodide). Product: Cl.COCCN1CC2(CCC1)C(NC1=CC=CC=C12)=O (1′-Methoxyethylspiro[indoline-3,3′-piperidin]-2-one Hydrochloride). Yield: 74.0%. As a reaction SMILES: [NH:1]1[CH2:6][CH2:5][CH2:4][C:3]2([C:14]3[C:9](=[CH:10][CH:11]=[CH:12][CH:13]=3)[NH:8][C:7]2=[O:15])[CH2:2]1.[Cl:16][CH2:17][CH2:18][O:19][CH3:20].[I-].[K+]>>[ClH:16].[CH3:20][O:19][CH2:18][CH2:17][N:1]1[CH2:6][CH2:5][CH2:4][C:3]2([C:14]3[C:9](=[CH:10][CH:11]=[CH:12][CH:13]=3)[NH:8][C:7]2=[O:15])[CH2:2]1 |f:2.3,4.5|. Procedure: The compound was prepared according to PROCEDURE 1, Method B by reaction with spiro[indoline-3,3′-piperidin]-2-one and 2-chloroethyl methylether (1.2 equivalents) and potassium iodide (catalytic amount). EtOAc was used for extraction. Yield: 74% 13C NMR (CDCl3): δ 21.8, 31.8, 48.8, 54.2, 58.0, 58.8, 59.2, 70.8, 109.8, 122.0, 126.4, 127.6, 134.8, 140.2, 182.0. The HCl salt was prepared. MS (TSP): m/z (rel. int.) 262/261 (M+, 16/100). Reactants: O=C1CCC(=O)N1Br, Cc1c(-c2ccnc3cc(Cl)ccc23)c2cc(Cl)ccc2n1CC(=O)O, CN(C)C=O, O. Yields the product O=C(O)Cn1c(CO)c(-c2ccnc3cc(Cl)ccc23)c2cc(Cl)ccc21. As a reaction SMILES: [Br:1][N:2]1[C:3](=[O:7])[CH2:4][CH2:5][C:6]1=[O:8].[Cl:9][c:10]1[cH:11][c:12]2[c:13](-[c:24]3[cH:25][cH:26][n:27][c:28]4[cH:29][c:30]([Cl:34])[cH:31][cH:32][c:33]34)[c:14]([CH3:23])[n:15]([CH2:19][C:20](=[O:21])[OH:22])[c:16]2[cH:17][cH:18]1.[O:35]=[CH:36][N:37]([CH3:38])[CH3:39].[OH2:40]>>[OH:7][CH2:23][c:14]1[c:13](-[c:24]2[cH:25][cH:26][n:27][c:28]3[cH:29][c:30]([Cl:34])[cH:31][cH:32][c:33]23)[c:12]2[cH:11][c:10]([Cl:9])[cH:18][cH:17][c:16]2[n:15]1[CH2:19][C:20](=[O:21])[OH:22]. Starting materials: C(C1=CC=CC=C1)N1C(C(C2=C(C=CC(=C12)C)O)(C)C)=O (1-benzyl-2,3-dihydro-4-hydroxy-3,3,7-trimethyl-1H-indol-2-one), C([O-])([O-])=O.[K+].[K+] (potassium carbonate), C(C=C)I (allyl iodide), ice water. Solvent: CN(C=O)C (N,N-dimethylformamide). Reaction conditions: temperature 70 celsius, time 8 hour. The product is colorless needles, C(C=C)OC1=C2C(C(N(C2=C(C=C1)C)CC1=CC=CC=C1)=O)(C)C (4-Allyloxy-1-benzyl-2,3-dihydro-3,3,7-trimethyl-1H-indol-2-one). Isolated yield 67.2%. Reaction SMILES: [CH2:1]([N:8]1[C:16]2[C:11](=[C:12]([OH:18])[CH:13]=[CH:14][C:15]=2[CH3:17])[C:10]([CH3:20])([CH3:19])[C:9]1=[O:21])[C:2]1[CH:7]=[CH:6][CH:5]=[CH:4][CH:3]=1.C(=O)([O-])[O-].[K+].[K+].[CH2:28](I)[CH:29]=[CH2:30]>CN(C)C=O>[CH2:30]([O:18][C:12]1[CH:13]=[CH:14][C:15]([CH3:17])=[C:16]2[C:11]=1[C:10]([CH3:19])([CH3:20])[C:9](=[O:21])[N:8]2[CH2:1][C:2]1[CH:7]=[CH:6][CH:5]=[CH:4][CH:3]=1)[CH:29]=[CH2:28] |f:1.2.3|. Reported procedure: To a solution of 11.6 g (41.2 mmol) of 1-benzyl-2,3-dihydro-4-hydroxy-3,3,7-trimethyl-1H-indol-2-one and 8.6 g (62.2 mmol) of potassium carbonate in 120 ml of N,N-dimethylformamide was added 8.3 g (49.4 mmol) of allyl iodide, and the mixture was stirred overnight at 70° C. The reaction mixture was poured into ice water and extracted with ethyl acetate. The organic layer was washed with water and dried. The solvent was evaporated and the residue was purified by column chromatography (silica gel, ... Starting materials: O=[N+]([O-])c1ccccc1CCBr, CC#N, [N-]=[N+]=[N-], [Na+], O, c1ccc(P(c2ccccc2)c2ccccc2)cc1. Yields the product NCCc1ccccc1[N+](=O)[O-]. RXN SMILES: [Br:1][CH2:2][CH2:3][c:4]1[c:5]([N+:10](=[O:11])[O-:12])[cH:6][cH:7][cH:8][cH:9]1.[CH3:36][C:37]#[N:38].[N-:13]=[N+:14]=[N-:15].[Na+:16].[OH2:39].[c:17]1([P:18]([c:19]2[cH:20][cH:21][cH:22][cH:23][cH:24]2)[c:25]2[cH:26][cH:27][cH:28][cH:29][cH:30]2)[cH:31][cH:32][cH:33][cH:34][cH:35]1>>[CH2:2]([CH2:3][c:4]1[c:5]([N+:10](=[O:11])[O-:12])[cH:6][cH:7][cH:8][cH:9]1)[NH2:13].